Dataset: the Open Reaction Database (ORD), a public repository of structured organic reaction records. Task: describe an organic reaction: reactants, conditions, products, and yield Reactants: [BH4-], COc1cc(C(O[Si](C)(C)C(C)(C)C)C(CCCc2ccccc2)C(=O)N2C(=O)OCC2Cc2ccccc2)cc(OC)c1C, Cl, [Li+], C1CCOC1. Yields the product COc1cc(C(O[Si](C)(C)C(C)(C)C)C(CO)CCCc2ccccc2)cc(OC)c1C. As a reaction SMILES: [BH4-:46].[CH2:1]([CH:2]1[CH2:3][O:4][C:5](=[O:6])[N:7]1[C:14]([CH:15]([CH2:16][CH2:17][CH2:18][c:19]1[cH:20][cH:21][cH:22][cH:23][cH:24]1)[CH:25]([c:26]1[cH:27][c:28]([O:35][CH3:36])[c:29]([CH3:34])[c:30]([O:32][CH3:33])[cH:31]1)[O:37][Si:38]([CH3:39])([CH3:40])[C:41]([CH3:42])([CH3:43])[CH3:44])=[O:45])[c:8]1[cH:9][cH:10][cH:11][cH:12][cH:13]1.[ClH:48].[Li+:47].[O:49]1[CH2:50][CH2:51][CH2:52][CH2:53]1>>[CH2:14]([CH:15]([CH2:16][CH2:17][CH2:18][c:19]1[cH:20][cH:21][cH:22][cH:23][cH:24]1)[CH:25]([c:26]1[cH:27][c:28]([O:35][CH3:36])[c:29]([CH3:34])[c:30]([O:32][CH3:33])[cH:31]1)[O:37][Si:38]([CH3:39])([CH3:40])[C:41]([CH3:42])([CH3:43])[CH3:44])[OH:45].